describe an organic reaction: reactants, conditions, products, and yield From a dataset of the Open Reaction Database (ORD), a public repository of structured organic reaction records. Starting materials: O (water), OC1OC(CC1)C1=CC=C(C=C1)F (2-Hydroxy-5-(4-fluorophenyl)-tetrahydrofuran), [Si](C)(C)(C(C)(C)C)Cl (t-butyldimethylsilyl chloride), N1C=NC=C1 (imidazole). Solvent: CN(C)C=O (DMF). Run at time 8 hour. The product is [Si](C)(C)(C(C)(C)C)OC1OC(CC1)C1=CC=C(C=C1)F (2-(t-butyldimethylsilyloxy)-5-(4-fluorophenyl) tetrahydrofuran). Isolated yield 93.3%. RXN SMILES: [OH:1][CH:2]1[CH2:6][CH2:5][CH:4]([C:7]2[CH:12]=[CH:11][C:10]([F:13])=[CH:9][CH:8]=2)[O:3]1.[Si:14](Cl)([C:17]([CH3:20])([CH3:19])[CH3:18])([CH3:16])[CH3:15].N1C=CN=C1.O>CN(C=O)C>[Si:14]([O:1][CH:2]1[CH2:6][CH2:5][CH:4]([C:7]2[CH:12]=[CH:11][C:10]([F:13])=[CH:9][CH:8]=2)[O:3]1)([C:17]([CH3:20])([CH3:19])[CH3:18])([CH3:16])[CH3:15]. Reported procedure: 2-Hydroxy-5-(4-fluorophenyl)-tetrahydrofuran (550 mg, 3.0 mmol), t-butyldimethylsilyl chloride (498 mg, 3.3 mmol) and imidazole (450 mg, 6.6 mmol) were dissolved in 2 mL of dry DMF. This solution was stirred under dry argon overnight, poured into 200 mL of water and extracted with a 2:1 mixture of ethyl acetate and hexane (3×100 mL). The combined organic extracts were washed with water (4×200 mL) and brine (100 mL), dried over sodium sulfate and evaporated to give 830 mg (93%) of 2-(t-butyldimet... Reactants: CN1CCN(CC1)S(=O)(=O)N (4-Methylpiperazine-1-sulfonamide), CN1CCN(CC1)S(=O)(=O)N (4-Methylpiperazine-1-sulfonamide), C1(CCCCC1)P(C1=C(C=CC=C1)C1=C(C=C(C=C1C(C)C)C(C)C)C(C)C)C1CCCCC1 (2-dicyclohexylphosphino-2′,4′,6′-tri-isopropyl-1,1′-biphenyl), C([O-])([O-])=O.[Cs+].[Cs+] (cesium carbonate), ClC1=NC(=NC(=C1)O[C@@H](COC(C1=CC=CC=C1)(C1=CC=CC=C1)C1=CC=CC=C1)C)SCC1=C(C(=CC=C1)F)F (4-chloro-2-[[(2,3-difluorophenyl)methyl]thio]-6-[(1R)-1-methyl-2-(triphenylmethoxy)ethoxy]-pyrimidine), FC1=C(C=CC=C1F)CSC1=NC(=CC(=N1)NS(=O)(=O)C1=CC=NC=C1)O[C@@H](CO)C (N-[2-[[(2,3-difluorophenyl)methyl]thio]-6-[(1R)-2-hydroxy-1-methylethoxy]-4-pyrimidinyl]-4-pyridinesulfonamide). Reagents/catalysts: C=1C=CC(=CC1)/C=C/C(=O)/C=C/C2=CC=CC=C2.C=1C=CC(=CC1)/C=C/C(=O)/C=C/C2=CC=CC=C2.C=1C=CC(=CC1)/C=C/C(=O)/C=C/C2=CC=CC=C2.[Pd].[Pd] (tris(dibenzylideneacetone)dipalladium). The solvent is C(Cl)Cl (DCM), O1CCOCC1 (dioxane). Run at temperature 100 celsius. Yields the product FC1=C(CSC2=NC(=CC(=N2)NS(=O)(=O)N2CCN(CC2)C)O[C@@H](COC(C2=CC=CC=C2)(C2=CC=CC=C2)C2=CC=CC=C2)C)C=CC=C1F (N-{2-[(2,3-Difluorobenzyl)thio]-6-[(1R)-1-methyl-2-(trityloxy)ethoxy]pyrimidin-4-yl}-4-methylpiperazine-1-sulfonamide). As a reaction SMILES: [CH3:1][N:2]1[CH2:7][CH2:6][N:5]([S:8]([NH2:11])(=[O:10])=[O:9])[CH2:4][CH2:3]1.C1(P(C2CCCCC2)C2C=CC=CC=2C2C(C(C)C)=CC(C(C)C)=CC=2C(C)C)CCCCC1.C(=O)([O-])[O-].[Cs+].[Cs+].Cl[C:53]1[CH:58]=[C:57]([O:59][C@H:60]([CH3:82])[CH2:61][O:62][C:63]([C:76]2[CH:81]=[CH:80][CH:79]=[CH:78][CH:77]=2)([C:70]2[CH:75]=[CH:74][CH:73]=[CH:72][CH:71]=2)[C:64]2[CH:69]=[CH:68][CH:67]=[CH:66][CH:65]=2)[N:56]=[C:55]([S:83][CH2:84][C:85]2[CH:90]=[CH:89][CH:88]=[C:87]([F:91])[C:86]=2[F:92])[N:54]=1.FC1C(F)=CC=CC=1CSC1N=C(NS(C2C=CN=CC=2)(=O)=O)C=C(O[C@H](C)CO)N=1>O1CCOCC1.C(Cl)Cl.C1C=CC(/C=C/C(/C=C/C2C=CC=CC=2)=O)=CC=1.C1C=CC(/C=C/C(/C=C/C2C=CC=CC=2)=O)=CC=1.C1C=CC(/C=C/C(/C=C/C2C=CC=CC=2)=O)=CC=1.[Pd].[Pd]>[F:92][C:86]1[C:87]([F:91])=[CH:88][CH:89]=[CH:90][C:85]=1[CH2:84][S:83][C:55]1[N:54]=[C:53]([NH:11][S:8]([N:5]2[CH2:6][CH2:7][N:2]([CH3:1])[CH2:3][CH2:4]2)(=[O:10])=[O:9])[CH:58]=[C:57]([O:59][C@H:60]([CH3:82])[CH2:61][O:62][C:63]([C:76]2[CH:77]=[CH:78][CH:79]=[CH:80][CH:81]=2)([C:64]2[CH:69]=[CH:68][CH:67]=[CH:66][CH:65]=2)[C:70]2[CH:75]=[CH:74][CH:73]=[CH:72][CH:71]=2)[N:56]=1 |f:2.3.4,9.10.11.12.13|. Reported procedure: A mixture of 4-Methylpiperazine-1-sulfonamide (the product from step i) (0.64 g), tris(dibenzylideneacetone)dipalladium (0) (50 mg), 2-dicyclohexylphosphino-2′,4′,6′-tri-isopropyl-1,1′-biphenyl (XPHOS) (50 mg), cesium carbonate (0.55 g) and 4-chloro-2-[[(2,3-difluorophenyl)methyl]thio]-6-[(1R)-1-methyl-2-(triphenylmethoxy)ethoxy]-pyrimidine ((the product of example 13 step 0.50 g) in dioxane (40 mL) was heated at reflux in a microwave at 100° C., 300 W, open vessel with cooling for 1 h. The reac...